From a dataset of the Open Reaction Database (ORD), a public repository of structured organic reaction records. describe an organic reaction: reactants, conditions, products, and yield Reactants: Br, O=C([O-])[O-], CC(=O)O, COc1cc(Cl)cc(C(=O)[O-])c1N, [Na+], [Na+]. Yields the product Nc1c(O)cc(Cl)cc1C(=O)O. RXN SMILES: [BrH:14].[C:15](=[O:16])([O-:17])[O-:18].[CH3:21][C:22](=[O:23])[OH:24].[NH2:1][c:2]1[c:3]([C:4](=[O:5])[O-:6])[cH:7][c:8]([Cl:13])[cH:9][c:10]1[O:11][CH3:12].[Na+:19].[Na+:20]>>[NH2:1][c:2]1[c:3]([C:4](=[O:5])[OH:6])[cH:7][c:8]([Cl:13])[cH:9][c:10]1[OH:11]. Reaction SMILES: Br[C:2]1[N:7]=[CH:6][C:5]([C:8]([N:10]2[CH2:15][CH2:14][N:13]([C:16]3[C:21]([CH3:22])=[CH:20][C:19]([CH2:23][CH3:24])=[CH:18][N:17]=3)[CH2:12][CH2:11]2)=[O:9])=[CH:4][CH:3]=1.[CH3:25][N:26]1[C:30](=[O:31])[C:29]([CH3:33])([CH3:32])[NH:28][C:27]1=[O:34]>>[CH2:23]([C:19]1[CH:20]=[C:21]([CH3:22])[C:16]([N:13]2[CH2:14][CH2:15][N:10]([C:8]([C:5]3[CH:4]=[CH:3][C:2]([N:28]4[C:29]([CH3:33])([CH3:32])[C:30](=[O:31])[N:26]([CH3:25])[C:27]4=[O:34])=[N:7][CH:6]=3)=[O:9])[CH2:11][CH2:12]2)=[N:17][CH:18]=1)[CH3:24]. Starting materials: BrC1=CC=C(C=N1)C(=O)N1CCN(CC1)C1=NC=C(C=C1C)CC ((6-bromopyridin-3-yl)[4-(5-ethyl-3-methylpyridin-2-yl)piperazin-1-yl]methanone), CN1C(NC(C1=O)(C)C)=O (3,5,5-trimethylimidazolidine-2,4-dione). Yield: 63.7%. Procedure: Using (6-bromopyridin-3-yl)[4-(5-ethyl-3-methylpyridin-2-yl)piperazin-1-yl]methanone (156 mg) described in Preparation Example 145 and 3,5,5-trimethylimidazolidine-2,4-dione (63 mg) m described in Preparation Example 218 and by the reaction and treatment in the same manner as in Example 536, the title compound (115 mg) was obtained. Product: C(C)C=1C=C(C(=NC1)N1CCN(CC1)C(=O)C=1C=CC(=NC1)N1C(N(C(C1(C)C)=O)C)=O)C (1-{5-[4-(5-ethyl-3-methylpyridin-2-yl)piperazine-1-carbonyl]pyridin-2-yl}-3,5,5-trimethylimidazolidine-2,4-dione). Reactants: CC1=NC=C(C(=C1O)CO)C=CC(=O)O (2-methyl-3-hydroxy-4-hydroxymethylpyridine-5-acrylic acid), Cl (hydrochloric acid), [Na] (sodium), C(=S)=S (carbon disulfide). Run in C(C)O (ethanol). Product: Cl.CC1=NC=C(C(=C1O)CS)C=CC(=O)O (2-methyl-3-hydroxy-4-mercaptomethylpyridine-5-acrylic acid hydrochloride). RXN SMILES: [CH3:1][C:2]1[C:7]([OH:8])=[C:6]([CH2:9]O)[C:5]([CH:11]=[CH:12][C:13]([OH:15])=[O:14])=[CH:4][N:3]=1.[Na].C(=S)=[S:18].[ClH:20]>C(O)C>[ClH:20].[CH3:1][C:2]1[C:7]([OH:8])=[C:6]([CH2:9][SH:18])[C:5]([CH:11]=[CH:12][C:13]([OH:15])=[O:14])=[CH:4][N:3]=1 |f:5.6,^1:15|. Procedure details: A mixture of 1.23 g. of 2-methyl-3-hydroxy-4-hydroxymethylpyridine-5-acrylic acid, 1 g. of sodium metal, 5 ml. of carbon disulfide, and 75 ml. of absolute ethanol was refluxed for 26 hours. Concentrated hydrochloric acid (3 ml.) was added and the mixture was evaporated to dryness. The residue was extracted with 125 ml. of boiling ethanol and filtered hot. Evaporation of the extract gave a syrup which was crystallized from chloroform-ether to give 2-methyl-3-hydroxy-4-mercaptomethylpyridine-5-acr... Starting materials: C1CCOC1, CCC(C)CC(C)=O, CC(C)(C)S(N)=O. Yields the product CCC(C)CC(C)=NS(=O)C(C)(C)C. As a reaction SMILES: [CH2:16]1[O:17][CH2:18][CH2:19][CH2:20]1.[CH3:1][CH:2]([CH2:3][C:4]([CH3:5])=[O:6])[CH2:7][CH3:8].[CH3:9][C:10]([CH3:11])([CH3:12])[S:13](=[O:14])[NH2:15]>>[CH3:1][CH:2]([CH2:3][C:4]([CH3:5])=[N:15][S:13]([C:10]([CH3:9])([CH3:11])[CH3:12])=[O:14])[CH2:7][CH3:8].